From a dataset of the Open Reaction Database (ORD), a public repository of structured organic reaction records. describe an organic reaction: reactants, conditions, products, and yield The reactants are C1=CC=CC1 (cyclopentadiene), C1(CCCCC1)=O (cyclohexanone), CO (methanol), N1CCCC1 (pyrrolidine). The solvent is O (water), C(C)(=O)O (acetic acid). Reaction conditions: time 3 hour. Product: C1(CCCCC1)C1=CC=CC1=C (Cyclohexylfulvene). The yield is 92.8%. RXN SMILES: [CH:1]1[CH2:5][CH:4]=[CH:3][CH:2]=1.[C:6]1(=O)[CH2:11][CH2:10][CH2:9][CH2:8][CH2:7]1.CO.N1CCC[CH2:16]1>O.C(O)(=O)C>[CH:6]1([C:2]2[C:1](=[CH2:16])[CH:5]=[CH:4][CH:3]=2)[CH2:11][CH2:10][CH2:9][CH2:8][CH2:7]1. Reported procedure: 8.2 ml (100 mmol) of cyclopentadiene and 4.2 ml (40 mmol) of cyclohexanone were added to 40 ml of dehydrated methanol, and 5.0 ml (60 mmol) of pyrrolidine were then added dropwise at 0° C. Then, reaction was carried out at room temperature for 3 hours. Next, 3.8 ml of acetic acid were slowly added at 0° C., and 20 ml of water were further added, followed by extraction with diethyl ether. The resultant organic phase, after washed with water, was dried over magnesium sulfate, and the used solvent ... Reactants: FC(C=1C=C(C(=O)N2CCC3(C(NC(N3C3=C(C=CC=C3)C)C)=O)CC2)C=C(C1)C(F)(F)F)(F)F ((rac)-8-(3,5-bis-trifluoromethyl-benzoyl)-2-methyl-1-o-tolyl-1,3,8-triaza-spiro[4.5]decan-4-one), C1(CC1)CBr (cyclopropyl methyl bromide). Procedure: The title compound, MS: m/e=554.2 (M+H+), was prepared in accordance with the general method of example 99 from (rac)-8-(3,5-bis-trifluoromethyl-benzoyl)-2-methyl-1-o-tolyl-1,3,8-triaza-spiro[4.5]decan-4-one and cyclopropyl methyl bromide. As a reaction SMILES: [F:1][C:2]([F:35])([F:34])[C:3]1[CH:4]=[C:5]([CH:27]=[C:28]([C:30]([F:33])([F:32])[F:31])[CH:29]=1)[C:6]([N:8]1[CH2:26][CH2:25][C:11]2([N:15]([C:16]3[CH:21]=[CH:20][CH:19]=[CH:18][C:17]=3[CH3:22])[CH:14]([CH3:23])[NH:13][C:12]2=[O:24])[CH2:10][CH2:9]1)=[O:7].[CH:36]1([CH2:39]Br)[CH2:38][CH2:37]1>>[F:35][C:2]([F:1])([F:34])[C:3]1[CH:4]=[C:5]([CH:27]=[C:28]([C:30]([F:33])([F:32])[F:31])[CH:29]=1)[C:6]([N:8]1[CH2:9][CH2:10][C:11]2([N:15]([C:16]3[CH:21]=[CH:20][CH:19]=[CH:18][C:17]=3[CH3:22])[CH:14]([CH3:23])[N:13]([CH2:39][CH:36]3[CH2:38][CH2:37]3)[C:12]2=[O:24])[CH2:25][CH2:26]1)=[O:7]. Yields the product FC(C=1C=C(C(=O)N2CCC3(C(N(C(N3C3=C(C=CC=C3)C)C)CC3CC3)=O)CC2)C=C(C1)C(F)(F)F)(F)F (Rac-8-(3,5-Bis-trifluoromethyl-benzoyl)-3-cyclopropylmethyl-2-methyl-1-o-tolyl-1,3,8-triaza-spiro[4.5]decan-4-one). The reactants are CNC(=O)Oc1ccccc1, CN(C)C=O, [H-], O=[N+]([O-])c1ccc2[nH]ccc2c1, [Na+]. The product is CNC(=O)n1ccc2cc([N+](=O)[O-])ccc21. As a reaction SMILES: [CH3:15][NH:16][C:17]([O:18][c:20]1[cH:21][cH:22][cH:23][cH:24][cH:25]1)=[O:19].[CH3:26][N:27]([CH3:28])[CH:29]=[O:30].[H-:1].[N+:3](=[O:4])([O-:5])[c:6]1[cH:7][c:8]2[cH:9][cH:10][nH:11][c:12]2[cH:13][cH:14]1.[Na+:2]>>[N+:3](=[O:4])([O-:5])[c:6]1[cH:7][c:8]2[cH:9][cH:10][n:11]([C:17]([NH:16][CH3:15])=[O:18])[c:12]2[cH:13][cH:14]1.